From a dataset of the Open Reaction Database (ORD), a public repository of structured organic reaction records. describe an organic reaction: reactants, conditions, products, and yield Starting materials: ICCO (2-iodoethanol), C(=C)OCC (ethyl vinyl ether), C(C)(C)[N-]C(C)C.[Li+] (lithium diisopropylamide), C(C1=CC=CC=C1)OCC(CC(=O)OCC)O (ethyl (±)-4-benzyloxy-3-hydroxybutanoate). The reagents and catalysts are O.C1(=CC=C(C=C1)S(=O)(=O)O)C (p-toluenesulfonic acid monohydrate). The solvent is C1CCOC1 (THF), C1CCOC1 (THF). Conditions: temperature -20 celsius. The product is C(C)OC(C)OCCI (2-(1-ethoxyethoxy)ethyl iodide). Yield: 159.1%. RXN SMILES: C([N-]C(C)C)(C)C.[Li+].C(OCC(O)[CH2:19][C:20]([O:22][CH2:23][CH3:24])=[O:21])C1C=CC=CC=1.[I:26][CH2:27][CH2:28]O.C(OCC)=C>C1COCC1.O.C1(C)C=CC(S(O)(=O)=O)=CC=1>[CH2:23]([O:22][CH:20]([O:21][CH2:28][CH2:27][I:26])[CH3:19])[CH3:24] |f:0.1,6.7|. Procedure: Ethyl 4-benzyloxyacetoacetate (42.1 g) synthesized according to the method describe in U.S. Pat. No. 5,399,722 was dissolved in methanol (300 mL) and sodium borohydride (3.03 g) was added at a temperature of from 5° C. to 10° C. The mixture was stirred for 1 hr and water (300 mL) was added. The solvent was mostly evaporated, and the organic layer extracted twice with MTBE (30b mL) was washed twice with 2% sodium hydrogen carbonate (100 mL) and washed twice with saturated brine (150 mL), dried ov... Starting materials: BrC1=CC(=NC2=CC=C(C=C12)Cl)NCC1=C(C=C(C=C1)F)OC ((4-bromo-6-chloro-quinolin-2-yl)-(4-fluoro-2-methoxy-benzyl)-amine), COCCN (methoxyethylamine), C(C1=CC=CC=C1)N (benzylamine). Product: C(C1=CC=CC=C1)NC=1C=C2C(=CC(=NC2=CC1)NCC1=C(C=C(C=C1)F)OC)NCCOC (N6-Benzyl-N2-(4-fluoro-2-methoxy-benzyl)-N4-(2-methoxy-ethyl)-quinoline-2,4,6-triamine). RXN SMILES: Br[C:2]1[C:11]2[C:6](=[CH:7][CH:8]=[C:9](Cl)[CH:10]=2)[N:5]=[C:4]([NH:13][CH2:14][C:15]2[CH:20]=[CH:19][C:18]([F:21])=[CH:17][C:16]=2[O:22][CH3:23])[CH:3]=1.[CH3:24][O:25][CH2:26][CH2:27][NH2:28].[CH2:29]([NH2:36])[C:30]1[CH:35]=[CH:34][CH:33]=[CH:32][CH:31]=1>>[CH2:29]([NH:36][C:9]1[CH:10]=[C:11]2[C:6](=[CH:7][CH:8]=1)[N:5]=[C:4]([NH:13][CH2:14][C:15]1[CH:20]=[CH:19][C:18]([F:21])=[CH:17][C:16]=1[O:22][CH3:23])[CH:3]=[C:2]2[NH:28][CH2:27][CH2:26][O:25][CH3:24])[C:30]1[CH:35]=[CH:34][CH:33]=[CH:32][CH:31]=1. Procedure: The title compound, MS: m/e=461.1 (M+H+), was prepared in accordance with the general method of example 40 from (4-bromo-6-chloro-quinolin-2-yl)-(4-fluoro-2-methoxy-benzyl)-amine, methoxyethylamine and benzylamine. Reactants: CCO, CCNC(=O)Nc1ccc2oc(C(Nc3ccc(C(=O)N(C)CCC(=O)OCC)cc3)C3CCCCC3)c(C)c2c1, [Li+], C1CCOC1, [OH-]. Product: CCNC(=O)Nc1ccc2oc(C(Nc3ccc(C(=O)N(C)CCC(=O)O)cc3)C3CCCCC3)c(C)c2c1. Reaction SMILES: [CH3:49][CH2:50][OH:51].[CH:1]1([CH:7]([c:8]2[o:9][c:10]3[c:11]([c:12]2[CH3:13])[cH:14][c:15]([NH:18][C:19]([NH:20][CH2:21][CH3:22])=[O:23])[cH:16][cH:17]3)[NH:24][c:25]2[cH:26][cH:27][c:28]([C:31](=[O:32])[N:33]([CH2:34][CH2:35][C:36](=[O:37])[O:38][CH2:39][CH3:40])[CH3:41])[cH:29][cH:30]2)[CH2:2][CH2:3][CH2:4][CH2:5][CH2:6]1.[Li+:47].[O:42]1[CH2:43][CH2:44][CH2:45][CH2:46]1.[OH-:48]>>[CH:1]1([CH:7]([c:8]2[o:9][c:10]3[c:11]([c:12]2[CH3:13])[cH:14][c:15]([NH:18][C:19]([NH:20][CH2:21][CH3:22])=[O:23])[cH:16][cH:17]3)[NH:24][c:25]2[cH:26][cH:27][c:28]([C:31](=[O:32])[N:33]([CH2:34][CH2:35][C:36](=[O:37])[OH:38])[CH3:41])[cH:29][cH:30]2)[CH2:2][CH2:3][CH2:4][CH2:5][CH2:6]1. Reactants: COC1=C(C(=O)NC2=CC(=CC=C2)C2CCN(CC2)CCNC)C=CC=C1 (2-methoxy-N-(3-(1-(2-(methylamino)ethyl)piperidin-4-yl)phenyl)benzamide), NC1=C(C=C(C=C1)C1=CCN(CC1)C(=O)OC(C)(C)C)[N+](=O)[O-] (tert-butyl 4-(4-amino-3-nitrophenyl)-5,6-dihydropyridine-1 (2H)-carboxylate). Yields the product COC1=C(C(=O)NC2=C(C=C(C=C2)C=2CCNCC2)[N+](=O)[O-])C=CC=C1 (2-methoxy-N-(2-nitro-4-(1,2,3,6-tetrahydropyridin-4-yl)phenyl)benzamide). Yield: 71.0%. RXN SMILES: [CH3:1][O:2][C:3]1[CH:27]=[CH:26][CH:25]=[CH:24][C:4]=1[C:5](NC1C=CC=C(C2CCN(CCNC)CC2)C=1)=[O:6].[NH2:28][C:29]1[CH:34]=[CH:33][C:32]([C:35]2[CH2:40][CH2:39][N:38](C(OC(C)(C)C)=O)[CH2:37][CH:36]=2)=[CH:31][C:30]=1[N+:48]([O-:50])=[O:49]>>[CH3:1][O:2][C:3]1[CH:27]=[CH:26][CH:25]=[CH:24][C:4]=1[C:5]([NH:28][C:29]1[CH:34]=[CH:33][C:32]([C:35]2[CH2:40][CH2:39][NH:38][CH2:37][CH:36]=2)=[CH:31][C:30]=1[N+:48]([O-:50])=[O:49])=[O:6]. Reported procedure: The title compound 202 (1.04 g, 2.22 mmol, 71%) was prepared following the procedures described for the synthesis of 192 (scheme 33, Example 36, steps 5 and 6) using 201 (1.00 g, 3.13 mmol) in place of 190. LRMS (ESI): calc. 353.1, found 411.3 (MH)+. Reactants: [OH-].[Na+] (NaOH), NC=1C2=CC=CC=C2N=C2CCCC(C12)O (9-amino-1,2,3,4-tetrahydroacridin-1-ol), C1(=CC=CC=C1)CCN (phenylethylamine), C1(=CC=C(C=C1)S(=O)(=O)O)C (p-toluensulfonic acid). Solvent: C1(=CC=CC=C1)C (toluene), O (water). Product: C1(=CC=CC=C1)CCNC1CCCC2=NC3=CC=CC=C3C(=C12)N (N1 -(2-Phenylethyl)-1,2,3,4-tetrahydro-1,9-acridinediamine). As a reaction SMILES: [NH2:1][C:2]1[C:3]2[C:8]([N:9]=[C:10]3[C:15]=1[CH:14](O)[CH2:13][CH2:12][CH2:11]3)=[CH:7][CH:6]=[CH:5][CH:4]=2.[C:17]1([CH2:23][CH2:24][NH2:25])[CH:22]=[CH:21][CH:20]=[CH:19][CH:18]=1.C1(C)C=CC(S(O)(=O)=O)=CC=1.[OH-].[Na+]>C1(C)C=CC=CC=1.O>[C:17]1([CH2:23][CH2:24][NH:25][CH:14]2[C:15]3[C:10](=[N:9][C:8]4[C:3]([C:2]=3[NH2:1])=[CH:4][CH:5]=[CH:6][CH:7]=4)[CH2:11][CH2:12][CH2:13]2)[CH:22]=[CH:21][CH:20]=[CH:19][CH:18]=1 |f:3.4|. Procedure: A mixture of 9-amino-1,2,3,4-tetrahydroacridin-1-ol (8.82 g), phenylethylamine (15.6 ml) and p-toluensulfonic acid (8.7 g) in 250 ml of toluene was refluxed with removal of water for twenty hours. The mixture was then treated with a dilute NaOH solution, and extracted with ethyl acetate (3x). The combined organics were washed with water and dried (saturated NaCl solution, MgSO4). The reactants are F[B-](F)(F)F, CC(C)(C)c1ccc(CNCCc2cccc(OC(F)(F)F)c2)cc1, CCN(C(C)C)C(C)C, O=C(O)c1c(F)c(Cl)cc2cc[nH]c12, CN(C)C=O, O, CN(C)C(On1nnc2ccccc21)=[N+](C)C. Product: CC(C)(C)c1ccc(CN(CCc2cccc(OC(F)(F)F)c2)C(=O)c2c(F)c(Cl)cc3cc[nH]c23)cc1. Reaction SMILES: [B-:15]([F:16])([F:17])([F:18])[F:19].[C:46]([CH3:47])([CH3:48])([CH3:49])[c:50]1[cH:51][cH:52][c:53]([CH2:54][NH:55][CH2:56][CH2:57][c:58]2[cH:59][c:60]([O:64][C:65]([F:66])([F:67])[F:68])[cH:61][cH:62][cH:63]2)[cH:69][cH:70]1.[CH:37]([N:38]([CH2:39][CH3:40])[CH:41]([CH3:42])[CH3:43])([CH3:44])[CH3:45].[Cl:1][c:2]1[cH:3][c:4]2[cH:5][cH:6][nH:7][c:8]2[c:9]([C:12](=[O:13])[OH:14])[c:10]1[F:11].[O:71]=[CH:72][N:73]([CH3:74])[CH3:75].[OH2:76].[n:20]1([O:21][C:22]([N:23]([CH3:24])[CH3:25])=[N+:26]([CH3:27])[CH3:28])[c:29]2[cH:30][cH:31][cH:32][cH:33][c:34]2[n:35][n:36]1>>[Cl:1][c:2]1[cH:3][c:4]2[cH:5][cH:6][nH:7][c:8]2[c:9]([C:12](=[O:14])[N:55]([CH2:54][c:53]2[cH:52][cH:51][c:50]([C:46]([CH3:47])([CH3:48])[CH3:49])[cH:70][cH:69]2)[CH2:56][CH2:57][c:58]2[cH:59][c:60]([O:64][C:65]([F:66])([F:67])[F:68])[cH:61][cH:62][cH:63]2)[c:10]1[F:11].